Dataset: the Open Reaction Database (ORD), a public repository of structured organic reaction records. Task: describe an organic reaction: reactants, conditions, products, and yield Starting materials: CCO, CC1(c2cc3cc(Cl)ncc3[nH]2)CC1, N. The product is CC1(c2cc3cc(N)ncc3[nH]2)CC1. Reaction SMILES: [CH3:16][CH2:17][OH:18].[Cl:1][c:2]1[cH:3][c:4]2[c:5]([cH:6][n:7]1)[nH:8][c:9]([C:11]1([CH3:14])[CH2:12][CH2:13]1)[cH:10]2.[NH3:15]>>[c:2]1([NH2:15])[cH:3][c:4]2[c:5]([cH:6][n:7]1)[nH:8][c:9]([C:11]1([CH3:14])[CH2:12][CH2:13]1)[cH:10]2. Starting materials: CCOC(C)=O, Cl, C1COCCO1, CC(C)(C)OC(=O)NC1CCCCCC=CC2CC2(C(=O)NS(=O)(=O)C2CC2)NC(=O)C2CC(Oc3nc4ccccc4nc3-c3cc4ccccc4s3)CN2C1=O. Yields the product Cl, NC1CCCCCC=CC2CC2(C(=O)NS(=O)(=O)C2CC2)NC(=O)C2CC(Oc3nc4ccccc4nc3-c3cc4ccccc4s3)CN2C1=O. RXN SMILES: [CH3:60][CH2:61][O:62][C:63](=[O:64])[CH3:65].[ClH:59].[O:66]1[CH2:67][CH2:68][O:69][CH2:70][CH2:71]1.[s:1]1[c:2]2[c:3]([cH:4][c:5]1-[c:6]1[c:7]([O:16][CH:17]3[CH2:18][CH:19]4[N:20]([C:21](=[O:53])[CH:22]([NH:45][C:46](=[O:47])[O:48][C:49]([CH3:50])([CH3:51])[CH3:52])[CH2:23][CH2:24][CH2:25][CH2:26][CH2:27][CH:28]=[CH:29][CH:30]5[C:31]([C:36]([NH:37][S:38](=[O:39])(=[O:40])[CH:41]6[CH2:42][CH2:43]6)=[O:44])([NH:32][C:33]4=[O:34])[CH2:35]5)[CH2:54]3)[n:8][c:9]3[cH:10][cH:11][cH:12][cH:13][c:14]3[n:15]1)[cH:55][cH:56][cH:57][cH:58]2>>[ClH:59].[s:1]1[c:2]2[c:3]([cH:4][c:5]1-[c:6]1[c:7]([O:16][CH:17]3[CH2:18][CH:19]4[N:20]([C:21](=[O:53])[CH:22]([NH2:45])[CH2:23][CH2:24][CH2:25][CH2:26][CH2:27][CH:28]=[CH:29][CH:30]5[C:31]([C:36]([NH:37][S:38](=[O:39])(=[O:40])[CH:41]6[CH2:42][CH2:43]6)=[O:44])([NH:32][C:33]4=[O:34])[CH2:35]5)[CH2:54]3)[n:8][c:9]3[cH:10][cH:11][cH:12][cH:13][c:14]3[n:15]1)[cH:55][cH:56][cH:57][cH:58]2. Reactants: [N+](=O)([O-])C1=CC2=C(OC(O2)(C(F)(F)F)C(C(F)(F)F)Cl)C=C1 (5-Nitro-2-(1-chloro-2,2,2-trifluoroethyl)-2-trifluoromethyl-1,3-benzodioxole). The reagents and catalysts are [Pd] (palladium-on-charcoal). Run in O1CCCC1 (tetrahydrofuran), [H][H] (hydrogen). Yields the product NC1=CC2=C(OC(O2)(C(F)(F)F)C(C(F)(F)F)Cl)C=C1 (5-Amino-2-(1-chloro-2,2,2-trifluoroethyl)-2-trifluoromethyl-1,3-benzodioxole). Reaction SMILES: [N+:1]([C:4]1[CH:22]=[CH:21][C:7]2[O:8][C:9]([CH:15]([Cl:20])[C:16]([F:19])([F:18])[F:17])([C:11]([F:14])([F:13])[F:12])[O:10][C:6]=2[CH:5]=1)([O-])=O>O1CCCC1.[H][H].[Pd]>[NH2:1][C:4]1[CH:22]=[CH:21][C:7]2[O:8][C:9]([CH:15]([Cl:20])[C:16]([F:19])([F:17])[F:18])([C:11]([F:12])([F:13])[F:14])[O:10][C:6]=2[CH:5]=1. Procedure details: 72 g of 5-nitro-2-(1-chloro-2,2,2-trifluoroethyl)-2-trifluoromethyl-1,3-benzodioxole from Example 28 were dissolved in 500 ml of tetrahydrofuran and hydrogenated with 15-20 bar of hydrogen for 5 hours at room temperature on 5 g of palladium-on-charcoal (5%). The mixture was then filtered and the solvent was stripped off under vacuum. The yield was 60 g (93% of theory) and the boiling point was 80°-82° C. at 0.1 mbar. The NMR spectra showed the following characteristic absorptions: 19F NMR: -66.5... The reactants are O=Cc1cccc(OCc2ccccc2)c1, CCOC(=O)C(C)Oc1ccc(C(F)(F)F)cc1, C1CCOC1, CC(=O)O, [Cl-], [NH4+]. The product is CCOC(=O)C(C)(Oc1ccc(C(F)(F)F)cc1)C(O)c1cccc(OCc2ccccc2)c1. Reaction SMILES: [CH2:19]([c:20]1[cH:21][cH:22][cH:23][cH:24][cH:25]1)[O:26][c:27]1[cH:28][c:29]([CH:30]=[O:31])[cH:32][cH:33][cH:34]1.[CH2:1]([CH3:2])[O:3][C:4]([CH:5]([CH3:6])[O:7][c:8]1[cH:9][cH:10][c:11]([C:14]([F:15])([F:16])[F:17])[cH:12][cH:13]1)=[O:18].[CH2:39]1[O:40][CH2:41][CH2:42][CH2:43]1.[CH3:35][C:36](=[O:37])[OH:38].[Cl-:44].[NH4+:45]>>[CH2:1]([CH3:2])[O:3][C:4]([C:5]([CH3:6])([O:7][c:8]1[cH:9][cH:10][c:11]([C:14]([F:15])([F:16])[F:17])[cH:12][cH:13]1)[CH:30]([c:29]1[cH:28][c:27]([O:26][CH2:19][c:20]2[cH:21][cH:22][cH:23][cH:24][cH:25]2)[cH:34][cH:33][cH:32]1)[OH:31])=[O:18]. The reactants are C(CCCCC)C(CC=CCCCCCCCC(=O)OC1=CC=C(C=C1)[N+](=O)[O-])OC(C1=CC=C(C=C1)[N+](=O)[O-])=O (4-nitro-benzoic acid 1-hexyl-11-(4-nitro-phenoxy carbonyl)-undec-3-enyl ester). The reagents and catalysts are [Ni] (Raney Nickel). Solvent: C(C)(=O)OCC (ethyl acetate). Run at temperature 62.5 celsius, time 8 hour. The product is NC1=CC=C(OC(=O)CCCCCCCC=CCC(CCCCCC)OC(C2=CC=C(C=C2)N)=O)C=C1 (4-aminobenzoic acid 11-(4-amino-phenoxycarbonyl)-1-hexyl-undec-3-enyl ester), syrup. Reaction SMILES: [CH2:1]([CH:7]([O:30][C:31](=[O:41])[C:32]1[CH:37]=[CH:36][C:35]([N+:38]([O-])=O)=[CH:34][CH:33]=1)[CH2:8][CH:9]=[CH:10][CH2:11][CH2:12][CH2:13][CH2:14][CH2:15][CH2:16][CH2:17][C:18]([O:20][C:21]1[CH:26]=[CH:25][C:24]([N+:27]([O-])=O)=[CH:23][CH:22]=1)=[O:19])[CH2:2][CH2:3][CH2:4][CH2:5][CH3:6]>C(OCC)(=O)C.[Ni]>[NH2:27][C:24]1[CH:23]=[CH:22][C:21]([O:20][C:18]([CH2:17][CH2:16][CH2:15][CH2:14][CH2:13][CH2:12][CH2:11][CH:10]=[CH:9][CH2:8][CH:7]([O:30][C:31](=[O:41])[C:32]2[CH:37]=[CH:36][C:35]([NH2:38])=[CH:34][CH:33]=2)[CH2:1][CH2:2][CH2:3][CH2:4][CH2:5][CH3:6])=[O:19])=[CH:26][CH:25]=1. Procedure: To a solution of 4-nitro-benzoic acid 1-hexyl-11-(4-nitro-phenoxy carbonyl)-undec-3-enyl ester (300 g) in ethyl acetate (1.5 L) in a pressure vessel was added Raney Nickel (120 g) added, and the mixture stirred under an atmosphere of Hydrogen (8-10 Kg) for 8 hours at a temperature of 60-65° C. The catalyst was removed by filtration. The solvent was distilled off completely under reduced pressure at 65-70° C. and removed traces for 1 hour at 85-90° C. to get pure 4-aminobenzoic acid 11-(4-amino-p... Starting materials: O=C1N(CCNC1)C1CC=2C=CC(=CC2CC1)C#N (6-(2-Oxopiperazin-1-yl)-5,6,7,8-tetrahydronaphthalene-2-carbonitrile), COC1=C(C=CC(=C1)[N+](=O)[O-])CC=O ((2-Methoxy-4-nitrophenyl)acetaldehyde). The product is COC1=C(C=CC(=C1)[N+](=O)[O-])CCN1CC(N(CC1)C1CC=2C=CC(=CC2CC1)C#N)=O (6-{4-[2-(2-Methoxy-4-nitrophenyl)ethyl]-2-oxopiperazin-1-yl}-5,6,7,8-tetrahydronaphthalene-2-carbonitrile). As a reaction SMILES: [O:1]=[C:2]1[CH2:7][NH:6][CH2:5][CH2:4][N:3]1[CH:8]1[CH2:17][CH2:16][C:15]2[CH:14]=[C:13]([C:18]#[N:19])[CH:12]=[CH:11][C:10]=2[CH2:9]1.[CH3:20][O:21][C:22]1[CH:27]=[C:26]([N+:28]([O-:30])=[O:29])[CH:25]=[CH:24][C:23]=1[CH2:31][CH:32]=O>>[CH3:20][O:21][C:22]1[CH:27]=[C:26]([N+:28]([O-:30])=[O:29])[CH:25]=[CH:24][C:23]=1[CH2:31][CH2:32][N:6]1[CH2:5][CH2:4][N:3]([CH:8]2[CH2:17][CH2:16][C:15]3[CH:14]=[C:13]([C:18]#[N:19])[CH:12]=[CH:11][C:10]=3[CH2:9]2)[C:2](=[O:1])[CH2:7]1. Reported procedure: The title compound was prepared from 6-(2-Oxopiperazin-1-yl)-5,6,7,8-tetrahydronaphthalene-2-carbonitrile and (2-Methoxy-4-nitrophenyl)acetaldehyde following essentially the same procedure as Example 6. The product was purified by mass-directed reverse phase HPLC (AcCN-Water with 0.1% TFA). LC-MS (IE, m/z): 435 [M+1]+. The reactants are O.NN (hydrazine hydrate), COC1=C(C=CC(=C1)Br)C1=C(C=C(C=C1)Br)[N+](=O)[O-] (2-Methoxy-2′-nitro-4,4′-dibromobiphenyl), O=[Si]=O (Celite 545). Reagents/catalysts: [Ru] (Ru/C). Run in C(C)O (ethanol), C(C)O (ethanol). Conditions: temperature 67.5 celsius. Yields the product COC1=C(C=CC(=C1)Br)C1=C(C=C(C=C1)Br)N (2-Methoxy-2′-amino-4,4′-dibromobiphenyl). The yield is 95.4%. RXN SMILES: O.NN.[CH3:4][O:5][C:6]1[CH:11]=[C:10]([Br:12])[CH:9]=[CH:8][C:7]=1[C:13]1[CH:18]=[CH:17][C:16]([Br:19])=[CH:15][C:14]=1[N+:20]([O-])=O.O=[Si]=O>C(O)C.[Ru]>[CH3:4][O:5][C:6]1[CH:11]=[C:10]([Br:12])[CH:9]=[CH:8][C:7]=1[C:13]1[CH:18]=[CH:17][C:16]([Br:19])=[CH:15][C:14]=1[NH2:20] |f:0.1|. Procedure: A solution of hydrazine hydrate (19.4 mL, 400 mmol) in ethanol (20 mL) was added dropwise into a suspension of 2-methoxy-2′-nitro-4,4′-dibromobiphenyl (15, 25.77 g, 66.59 mmol) and 5% Ru/C (2.69 g, 1.33 mmol) in ethanol (250 mL) maintained at 65-70° C. The reaction mixture was then refluxed for 7 h. The hot reaction mixture was passed through Celite 545 (1 cm thick), and the filtrate was evaporated to give an off-white powder (22.69 g, 95.46%): mp 94.5-97° C.; HPLC method 3 tR=18.57 min (97.9 ar... The reactants are C(#N)C=1C=CC2=C([C@H]([C@@H](C(O2)(C)C)O)N2C(CC(C2)=O)=O)C1 ((±)-trans-6-cyano-3,4-dihydro-2,2-dimethyl-4-(2,4-dioxo-1-pyrrolidinyl)-2H-1-benzopyran -3-ol), [BH4-].[Na+] (NaBH4), O (Water). The solvent is CS(=O)C (DMSO). Run at time 3 hour. The product is C(#N)C=1C=CC2=C([C@H]([C@@H](C(O2)(C)C)O)N2C(CC(C2)O)=O)C1 ((±)-Trans-6-Cyano-3,4-dihydro-2,2-dimethyl-4-(4-hydroxy-2-oxo-1-pyrrolidinyl)-2H-1-benzopyran-3-ol). RXN SMILES: [C:1]([C:3]1[CH:4]=[CH:5][C:6]2[O:11][C:10]([CH3:13])([CH3:12])[C@@H:9]([OH:14])[C@H:8]([N:15]3[CH2:19][C:18](=[O:20])[CH2:17][C:16]3=[O:21])[C:7]=2[CH:22]=1)#[N:2].[BH4-].[Na+].O>CS(C)=O>[C:1]([C:3]1[CH:4]=[CH:5][C:6]2[O:11][C:10]([CH3:13])([CH3:12])[C@@H:9]([OH:14])[C@H:8]([N:15]3[CH2:19][CH:18]([OH:20])[CH2:17][C:16]3=[O:21])[C:7]=2[CH:22]=1)#[N:2] |f:1.2|. Reported procedure: To a stirred solution of (±)-trans-6-cyano-3,4-dihydro-2,2-dimethyl-4-(2,4-dioxo-1-pyrrolidinyl)-2H-1-benzopyran -3-ol (0. g) in dry DMSO under N2, was added NaBH4 (0.11 g). The reaction was stirred for 3 h at room temperature. Water (100 mL) was added add the aqueous phase extracted with EtOAc. The organic layer was washed with H2O add brine, dried over MgSO4, filtered and evaporated to give the crude product (0.5 g) as an orange solid. This mixture was chromatographed (chromatotron CHCl3 →CHCl... Procedure: Methyl 7-(3-fluorophenoxy)-4-hydroxy-1-iodoisoquinoline-3-carboxylate (100 mg, 0.23 mmol) and CuCN (41 mg, 0.46 mmol) were suspended in DMF (1.0 mL). The resulting mixture was heated at 120° C. for 7 minutes and then cooled to room temperature. The reaction crude was poured into CH2Cl2 (30 mL) and stirred vigorously for 10 minutes at room temperature. The resulting suspension was filtered through a pad of celite and the filtrate was washed with H2O and brine sequentially. The organic layer was d... Starting materials: FC=1C=C(OC2=CC=C3C(=C(N=C(C3=C2)I)C(=O)OC)O)C=CC1 (Methyl 7-(3-fluorophenoxy)-4-hydroxy-1-iodoisoquinoline-3-carboxylate), C(#N)[Cu] (CuCN), C(Cl)Cl (CH2Cl2). The solvent is CN(C)C=O (DMF). Conditions: temperature 120 celsius, time 10 minute. Yields the product C(#N)C1=NC(=C(C2=CC=C(C=C12)OC1=CC(=CC=C1)F)O)C(=O)OC (Methyl 1-cyano-7-(3-fluorophenoxy)-4-hydroxyisoquinoline-3-carboxylate). As a reaction SMILES: [F:1][C:2]1[CH:3]=[C:4]([CH:22]=[CH:23][CH:24]=1)[O:5][C:6]1[CH:15]=[C:14]2[C:9]([C:10]([OH:21])=[C:11]([C:17]([O:19][CH3:20])=[O:18])[N:12]=[C:13]2I)=[CH:8][CH:7]=1.[C:25]([Cu])#[N:26].C(Cl)Cl>CN(C=O)C>[C:25]([C:13]1[C:14]2[C:9](=[CH:8][CH:7]=[C:6]([O:5][C:4]3[CH:22]=[CH:23][CH:24]=[C:2]([F:1])[CH:3]=3)[CH:15]=2)[C:10]([OH:21])=[C:11]([C:17]([O:19][CH3:20])=[O:18])[N:12]=1)#[N:26].